Dataset: the Open Reaction Database (ORD), a public repository of structured organic reaction records. Task: describe an organic reaction: reactants, conditions, products, and yield The reactants are ClC1=NC=C(C=C1)C1=CC=C(C=C1)C(F)(F)F (2-chloro-5-(4-trifluoromethylphenyl)pyridine), N1(CCCC1)CCC1CCNCC1 (4-(2-pyrrolidinoethyl)piperidine). Yields the product Cl.N1(CCCC1)CCC1CCN(CC1)C1=NC=C(C=C1)C1=CC=C(C=C1)C(F)(F)F ((4-(2-Pyrrolidin-1-ylethyl)piperidin-1-yl)-5-(4-trifluoromethylphenyl)pyridine, hydrochloride). As a reaction SMILES: [Cl:1][C:2]1[CH:7]=[CH:6][C:5]([C:8]2[CH:13]=[CH:12][C:11]([C:14]([F:17])([F:16])[F:15])=[CH:10][CH:9]=2)=[CH:4][N:3]=1.[N:18]1([CH2:23][CH2:24][CH:25]2[CH2:30][CH2:29][NH:28][CH2:27][CH2:26]2)[CH2:22][CH2:21][CH2:20][CH2:19]1>>[ClH:1].[N:18]1([CH2:23][CH2:24][CH:25]2[CH2:26][CH2:27][N:28]([C:2]3[CH:7]=[CH:6][C:5]([C:8]4[CH:13]=[CH:12][C:11]([C:14]([F:17])([F:16])[F:15])=[CH:10][CH:9]=4)=[CH:4][N:3]=3)[CH2:29][CH2:30]2)[CH2:22][CH2:21][CH2:20][CH2:19]1 |f:2.3|. Procedure: The title compound was prepared by a similar procedure to that described in Example 1, starting from 2-chloro-5-(4-trifluoromethylphenyl)pyridine and 4-(2-pyrrolidinoethyl)piperidine. Reaction SMILES: [CH2:1]([O:8][C:9]([N:11]1[CH2:16][CH2:15][C:14]([C:20]2[CH:25]=[CH:24][CH:23]=[CH:22][CH:21]=2)([C:17](O)=[O:18])[CH2:13][CH2:12]1)=[O:10])[C:2]1[CH:7]=[CH:6][CH:5]=[CH:4][CH:3]=1.O=S(Cl)Cl.[CH3:30][NH:31][CH2:32][C:33]1[CH:38]=[CH:37][CH:36]=[CH:35][CH:34]=1.CCN(C(C)C)C(C)C>C(Cl)(Cl)Cl>[CH2:1]([O:8][C:9]([N:11]1[CH2:12][CH2:13][C:14]([C:17](=[O:18])[N:31]([CH2:32][C:33]2[CH:38]=[CH:37][CH:36]=[CH:35][CH:34]=2)[CH3:30])([C:20]2[CH:21]=[CH:22][CH:23]=[CH:24][CH:25]=2)[CH2:15][CH2:16]1)=[O:10])[C:2]1[CH:3]=[CH:4][CH:5]=[CH:6][CH:7]=1. Yields the product C(C1=CC=CC=C1)OC(=O)N1CCC(CC1)(C1=CC=CC=C1)C(N(C)CC1=CC=CC=C1)=O (4-(Benzyl-methyl-carbamoyl)-4-phenyl-piperidine-1-carboxylic acid benzyl ester). Starting materials: C(C1=CC=CC=C1)OC(=O)N1CCC(CC1)(C(=O)O)C1=CC=CC=C1 (4-phenyl-piperidine-1,4-dicarboxylic acid monobenzyl ester), O=S(Cl)Cl (SOCl2), CNCC1=CC=CC=C1 (methylbenzylamine), CCN(C(C)C)C(C)C (DIPEA). Procedure: A mixture of 4-phenyl-piperidine-1,4-dicarboxylic acid monobenzyl ester (3.39 g, 10 mmol) and SOCl2 (7 mL, 100 mmol) in CHCl3 (150 mL) is heated at reflux for 3 h. The solvent and excess SOCl2 are evaporated into a cold trap and the residue is redissolved in CHCl3 (50 mL). The solution is added to a solution of methylbenzylamine (1.45 g, 12 mmol) and DIPEA (2 mL, 12 mmol) in cold (0° C.) CHCl3 (100 mL). The mixture is stirred for 15 h at r.t. and then quenched with sat. aq. Na2CO3 (50 mL). The p... Conditions: time 15 hour. The solvent is C(Cl)(Cl)Cl (CHCl3), C(Cl)(Cl)Cl (CHCl3). Starting materials: ClC=1C=C2C(=C(C=NC2=CC1)[N+](=O)[O-])C1=C(C(=C(C=C1)OC)OC)O (6-chloro-4-(2-hydroxy-3,4-dimethoxyphenyl)-3-nitroquinoline), CN(C=O)C (N,N-dimethylformamide), C([O-])([O-])=O.[K+].[K+] (potassium carbonate), CI (methyl iodide). Run in O (water). Conditions: time 10 minute. Product: ClC=1C=C2C(=C(C=NC2=CC1)[N+](=O)[O-])C1=C(C(=C(C=C1)OC)OC)OC (6-chloro-4-(2,3,4-trimethoxyphenyl)-3-nitroquinoline). Yield: 89.6%. As a reaction SMILES: [Cl:1][C:2]1[CH:3]=[C:4]2[C:9](=[CH:10][CH:11]=1)[N:8]=[CH:7][C:6]([N+:12]([O-:14])=[O:13])=[C:5]2[C:15]1[CH:20]=[CH:19][C:18]([O:21][CH3:22])=[C:17]([O:23][CH3:24])[C:16]=1[OH:25].[CH3:26]N(C)C=O.C(=O)([O-])[O-].[K+].[K+].CI>O>[Cl:1][C:2]1[CH:3]=[C:4]2[C:9](=[CH:10][CH:11]=1)[N:8]=[CH:7][C:6]([N+:12]([O-:14])=[O:13])=[C:5]2[C:15]1[CH:20]=[CH:19][C:18]([O:21][CH3:22])=[C:17]([O:23][CH3:24])[C:16]=1[O:25][CH3:26] |f:2.3.4|. Procedure details: A mixture of 6-chloro-4-(2-hydroxy-3,4-dimethoxyphenyl)-3-nitroquinoline (1.20 g), N,N-dimethylformamide (20 ml), potassium carbonate powder (0.92 g) and methyl iodide (0.41 ml) was stirred for 10 mins. at 0° C. and for 2 hrs. at room temperature, and then diluted with water, extracted with ethyl acetate. The extract was washed with water, dried over anhydrous magnesium sulfate and distilled to remove the solvent. The residue was recrystallized from methanol to give 6-chloro-4-(2,3,4-trimethoxyp... The reactants are CC[Si](Cl)(CC)CC, CN(C)C=O, CC(C)(O)Cn1ccc([N+](=O)[O-])n1, CCOC(C)=O, c1c[nH]cn1. Yields the product CC[Si](CC)(CC)OC(C)(C)Cn1ccc([N+](=O)[O-])n1. RXN SMILES: [CH2:19]([CH3:20])[Si:21]([CH2:22][CH3:23])([CH2:24][CH3:25])[Cl:26].[CH3:14][N:15]([CH3:16])[CH:17]=[O:18].[CH3:1][C:2]([CH2:3][n:4]1[n:5][c:6]([N+:9](=[O:10])[O-:11])[cH:7][cH:8]1)([CH3:12])[OH:13].[CH3:32][CH2:33][O:34][C:35](=[O:36])[CH3:37].[nH:27]1[cH:28][cH:29][n:30][cH:31]1>>[CH3:1][C:2]([CH2:3][n:4]1[n:5][c:6]([N+:9](=[O:10])[O-:11])[cH:7][cH:8]1)([CH3:12])[O:13][Si:21]([CH2:19][CH3:20])([CH2:22][CH3:23])[CH2:24][CH3:25].